From a dataset of the Open Reaction Database (ORD), a public repository of structured organic reaction records. describe an organic reaction: reactants, conditions, products, and yield Starting materials: CCOC(C)=O, C, CO, CNc1ccc(C(=O)OC)cc1[N+](=O)[O-], [Pd]. Product: CNc1ccc(C(=O)OC)cc1N. RXN SMILES: [C:18]([O:19][CH2:20][CH3:21])(=[O:22])[CH3:23].[C:24].[CH3:16][OH:17].[CH3:1][O:2][C:3]([c:4]1[cH:5][c:6]([N+:12]([O-:13])=[O:14])[c:7]([NH:10][CH3:11])[cH:8][cH:9]1)=[O:15].[Pd:25]>>[CH3:1][O:2][C:3]([c:4]1[cH:5][c:6]([NH2:12])[c:7]([NH:10][CH3:11])[cH:8][cH:9]1)=[O:15]. Starting materials: C(C)(C)(C)C1=NN(C(=C1)N)CCCC(F)(F)F (3-tert-butyl-1-(4,4,4-trifluorobutyl)-1H-pyrazol-5-amine), FC1=C(C(=O)Cl)C=C(C=C1)C(F)(F)F (2-fluoro-5-(trifluoromethyl)benzoyl chloride), CCOC(=O)C (EtOAc), CCOC(=O)C (EtOAc). Run in C1CCOC1 (THF), CCN(CC)CC (Et3N), CCN(CC)CC (Et3N), CO (MeOH). Reaction conditions: time 3 hour. The product is C(C)(C)(C)C1=NN(C(=C1)NC(C1=C(C=CC(=C1)C(F)(F)F)F)=O)CCCC(F)(F)F (N-[3-tert-butyl-1-(4,4,4-trifluorobutyl)-1H-pyrazol-5-yl]-2-fluoro-5-(trifluoromethyl)benzamide). Yield: 80.2%. Reaction SMILES: [C:1]([C:5]1[CH:9]=[C:8]([NH2:10])[N:7]([CH2:11][CH2:12][CH2:13][C:14]([F:17])([F:16])[F:15])[N:6]=1)([CH3:4])([CH3:3])[CH3:2].[F:18][C:19]1[CH:27]=[CH:26][C:25]([C:28]([F:31])([F:30])[F:29])=[CH:24][C:20]=1[C:21](Cl)=[O:22].CCOC(C)=O>C1COCC1.CCN(CC)CC.CO>[C:1]([C:5]1[CH:9]=[C:8]([NH:10][C:21](=[O:22])[C:20]2[CH:24]=[C:25]([C:28]([F:29])([F:30])[F:31])[CH:26]=[CH:27][C:19]=2[F:18])[N:7]([CH2:11][CH2:12][CH2:13][C:14]([F:16])([F:17])[F:15])[N:6]=1)([CH3:4])([CH3:2])[CH3:3]. Procedure details: To a solution of Example 135B (2.0 g, 8.1 mmol) and Et3N (3.4 mL, 24.3 mmol) in THF (40 mL) was added 2-fluoro-5-(trifluoromethyl)benzoyl chloride (1.2 mL, 8.1 mmol). The mixture was allowed to stir at ambient temperature for 3 h then partitioned between saturated aqueous NaHCO3 (10 mL) and EtOAc (10 mL). The layers were separated and the aqueous phase was extracted EtOAc (3×10 mL). The combined organic extracts were dried over anhydrous Na2SO4, filtered and concentrated under reduced pressure. ... Starting materials: O (water), CC(C)(C)[O-].[K+] (t-BuOK), C(C)OC1=C(C(=C(OCC2CCC(CC2)=O)C=C1)F)F (4-(4-ethoxy-2,3-difluorophenoxymethyl)cyclohexanone), [Cl-].COC[P+](C1=CC=CC=C1)(C1=CC=CC=C1)C1=CC=CC=C1 (methoxymethyltriphenylphosphonium chloride). Solvent: C1CCOC1 (THF), C1CCOC1 (THF). Reaction conditions: time 1 hour. The product is C(C)OC1=C(C(=C(C=C1)OCC1CCC(CC1)=COC)F)F (1-ethoxy-2,3-difluoro-4-(4-methoxymethylenecyclohexylmethoxy)benzene). Isolated yield 93.3%. RXN SMILES: [Cl-].[CH3:2][O:3][CH2:4][P+](C1C=CC=CC=1)(C1C=CC=CC=1)C1C=CC=CC=1.CC([O-])(C)C.[K+].[CH2:30]([O:32][C:33]1[CH:47]=[CH:46][C:36]([O:37][CH2:38][CH:39]2[CH2:44][CH2:43][C:42](=O)[CH2:41][CH2:40]2)=[C:35]([F:48])[C:34]=1[F:49])[CH3:31].O>C1COCC1>[CH2:30]([O:32][C:33]1[CH:47]=[CH:46][C:36]([O:37][CH2:38][CH:39]2[CH2:44][CH2:43][C:42](=[CH:2][O:3][CH3:4])[CH2:41][CH2:40]2)=[C:35]([F:48])[C:34]=1[F:49])[CH3:31] |f:0.1,2.3|. Procedure details: In a reactor under nitrogen atmosphere, 50 mL of THF was added to 14.7 g of methoxymethyltriphenylphosphonium chloride, and the mixture was cooled to −20° C., to which 4.8 g of t-BuOK was added, followed by stirring for 1 hour. A solution containing 8.1 g of 4-(4-ethoxy-2,3-difluorophenoxymethyl)cyclohexanone obtained in the fifth step dissolved in 100 mL of THF was added dropwise thereto, followed by stirring for 1 hour. The temperature of the reaction mixture was increased to room temperature,... The reactants are CNN (methyl hydrazine), C(C)(C)(C)OC(=O)OC(=O)OC(C)(C)C (di-tert-butyldicarbonate). Procedure details: 10 mL of methyl hydrazine was dissolved in 90 mL of ethanol, and under stirring at ice-cooling, a solution of 41 g of di-tert-butyldicarbonate in 90 mL of ethanol was added dropwise over 45 minutes. After stirring at room temperature for 7 hours, the solvent was evaporated, to afford 24.7 g of the title compound as a colorless oil. Solvent: C(C)O (ethanol), C(C)O (ethanol). Yields the product C(C)(C)(C)OC(=O)N(N)C (N-Methyl-hydrazine carboxylic acid tert-butyl ester). As a reaction SMILES: [CH3:1][NH:2][NH2:3].[C:4]([O:8][C:9]([O:11]C(OC(C)(C)C)=O)=O)([CH3:7])([CH3:6])[CH3:5]>C(O)C>[C:4]([O:8][C:9]([N:2]([CH3:1])[NH2:3])=[O:11])([CH3:7])([CH3:6])[CH3:5]. Reactants: CN(C)C=O, CCOC(C)=O, COc1cc2c(cc1OC)CN(CCCCCCC(Sc1ccc(C)cc1)c1ccc(OC)c(OCCCl)c1)CC2, [H-], [I-], [Mg+2], [Mg+2], [Na+], [Na+], [O-][Si]([O-])([O-])[O-], c1c[nH]cn1. The product is COc1cc2c(cc1OC)CN(CCCCCCC(Sc1ccc(C)cc1)c1ccc(OC)c(OCCn3ccnc3)c1)CC2. RXN SMILES: [CH3:58][N:59]([CH3:60])[CH:61]=[O:62].[CH3:63][CH2:64][O:65][C:66](=[O:67])[CH3:68].[Cl:10][CH2:11][CH2:12][O:13][c:14]1[cH:15][c:16]([CH:22]([CH2:23][CH2:24][CH2:25][CH2:26][CH2:27][CH2:28][N:29]2[CH2:30][c:31]3[cH:32][c:33]([O:41][CH3:42])[c:34]([O:39][CH3:40])[cH:35][c:36]3[CH2:37][CH2:38]2)[S:43][c:44]2[cH:45][cH:46][c:47]([CH3:50])[cH:48][cH:49]2)[cH:17][cH:18][c:19]1[O:20][CH3:21].[H-:6].[I-:9].[Mg+2:56].[Mg+2:57].[Na+:7].[Na+:8].[Si:51]([O-:52])([O-:53])([O-:54])[O-:55].[nH:1]1[cH:2][n:3][cH:4][cH:5]1>>[n:1]1([CH2:11][CH2:12][O:13][c:14]2[cH:15][c:16]([CH:22]([CH2:23][CH2:24][CH2:25][CH2:26][CH2:27][CH2:28][N:29]3[CH2:30][c:31]4[cH:32][c:33]([O:41][CH3:42])[c:34]([O:39][CH3:40])[cH:35][c:36]4[CH2:37][CH2:38]3)[S:43][c:44]3[cH:45][cH:46][c:47]([CH3:50])[cH:48][cH:49]3)[cH:17][cH:18][c:19]2[O:20][CH3:21])[cH:2][n:3][cH:4][cH:5]1. Starting materials: CC(=O)OC1CC2=CC=C3C4CCC(C(C)C5OCC(C)(C)CO5)C4(C)CCC3C2(C)C2OC12, O=C([O-])[O-], CO, [K+], [K+]. Product: CC(C1OCC(C)(C)CO1)C1CCC2C3=CC=C4CC(O)C5OC5C4(C)C3CCC21C. As a reaction SMILES: [C:1](=[O:2])([CH3:3])[O:4][CH:5]1[CH2:6][C:7]2=[CH:8][CH:9]=[C:10]3[CH:11]4[CH2:12][CH2:13][CH:14]([CH:15]([CH3:16])[CH:17]5[O:18][CH2:19][C:20]([CH3:23])([CH3:24])[CH2:21][O:22]5)[C:25]4([CH3:34])[CH2:26][CH2:27][CH:28]3[C:29]2([CH3:33])[CH:30]2[CH:31]1[O:32]2.[C:35](=[O:36])([O-:37])[O-:38].[CH3:41][OH:42].[K+:39].[K+:40]>>[OH:4][CH:5]1[CH2:6][C:7]2=[CH:8][CH:9]=[C:10]3[CH:11]4[CH2:12][CH2:13][CH:14]([CH:15]([CH3:16])[CH:17]5[O:18][CH2:19][C:20]([CH3:23])([CH3:24])[CH2:21][O:22]5)[C:25]4([CH3:34])[CH2:26][CH2:27][CH:28]3[C:29]2([CH3:33])[CH:30]2[CH:31]1[O:32]2. Starting materials: CS(=O)(=O)c1ncc2ccsc2n1, CCOC(C)=O, NC1CCOCC1. Yields the product c1cc2cnc(NC3CCOCC3)nc2s1. As a reaction SMILES: [CH3:1][S:2](=[O:3])(=[O:4])[c:5]1[n:6][cH:7][c:8]2[c:9]([n:10]1)[s:11][cH:12][cH:13]2.[CH3:21][CH2:22][O:23][C:24](=[O:25])[CH3:26].[NH2:14][CH:15]1[CH2:16][CH2:17][O:18][CH2:19][CH2:20]1>>[c:5]1([NH:14][CH:15]2[CH2:16][CH2:17][O:18][CH2:19][CH2:20]2)[n:6][cH:7][c:8]2[c:9]([n:10]1)[s:11][cH:12][cH:13]2. RXN SMILES: [C:33](=[O:34])([O-:35])[O-:36].[CH3:39][C:40]([Cl:41])=[O:42].[CH3:43][N:44]([CH3:45])[CH:46]=[O:47].[F:1][C:2]([c:3]1[cH:4][c:5]([C:6](=[O:7])[N:8]2[CH:9]([CH2:14][c:15]3[cH:16][nH:17][c:18]4[cH:19][cH:20][cH:21][cH:22][c:23]34)[CH2:10][NH:11][CH2:12][CH2:13]2)[cH:24][c:25]([C:27]([F:28])([F:29])[F:30])[cH:26]1)([F:31])[F:32].[K+:37].[K+:38]>>[F:1][C:2]([c:3]1[cH:4][c:5]([C:6](=[O:7])[N:8]2[CH:9]([CH2:14][c:15]3[cH:16][nH:17][c:18]4[cH:19][cH:20][cH:21][cH:22][c:23]34)[CH2:10][N:11]([C:40]([CH3:39])=[O:42])[CH2:12][CH2:13]2)[cH:24][c:25]([C:27]([F:28])([F:29])[F:30])[cH:26]1)([F:31])[F:32]. Yields the product CC(=O)N1CCN(C(=O)c2cc(C(F)(F)F)cc(C(F)(F)F)c2)C(Cc2c[nH]c3ccccc23)C1. Starting materials: O=C([O-])[O-], CC(=O)Cl, CN(C)C=O, O=C(c1cc(C(F)(F)F)cc(C(F)(F)F)c1)N1CCNCC1Cc1c[nH]c2ccccc12, [K+], [K+]. Starting materials: C(C1=CC=CC=C1)OC(C(C1=CC=C(C=C1)OS(=O)(=O)C(F)(F)F)NC(=O)OC(C)(C)C)=O (tert-butoxycarbonylamino-(4-trifluoromethane-sulfonyloxy-phenyl)-acetic acid benzyl ester), C(C)OP(OCC)[O-] (diethylphosphite), tetrakis-triphenylphosphine palladium, CN1CCOCC1 (N-methylmorpholine). Run in C(C)#N (acetonitrile), C(C)(=O)OCC (ethyl acetate), C(C)(=O)OCC (ethyl acetate). Run at temperature 75 celsius. Yields the product C(C1=CC=CC=C1)OC(C(C1=CC=C(C=C1)P(=O)(OCC)OCC)NC(=O)OC(C)(C)C)=O (tert-butoxycarbonylamino-[4-(diethoxy-phosphoryl)-phenyl]-acetic acid benzyl ester). Yield: 93.1%. As a reaction SMILES: [CH2:1]([O:8][C:9](=[O:33])[CH:10]([NH:25][C:26]([O:28][C:29]([CH3:32])([CH3:31])[CH3:30])=[O:27])[C:11]1[CH:16]=[CH:15][C:14](OS(C(F)(F)F)(=O)=O)=[CH:13][CH:12]=1)[C:2]1[CH:7]=[CH:6][CH:5]=[CH:4][CH:3]=1.[CH2:34]([O:36][P:37]([O-:41])[O:38][CH2:39][CH3:40])[CH3:35].CN1CCOCC1>C(#N)C.C(OCC)(=O)C>[CH2:1]([O:8][C:9](=[O:33])[CH:10]([NH:25][C:26]([O:28][C:29]([CH3:32])([CH3:30])[CH3:31])=[O:27])[C:11]1[CH:12]=[CH:13][C:14]([P:37]([O:38][CH2:39][CH3:40])([O:36][CH2:34][CH3:35])=[O:41])=[CH:15][CH:16]=1)[C:2]1[CH:3]=[CH:4][CH:5]=[CH:6][CH:7]=1. Procedure details: To a solution of tert-butoxycarbonylamino-(4-trifluoromethane-sulfonyloxy-phenyl)-acetic acid benzyl ester (2.2 g, 4.50 mmol) in acetonitrile (10 mL) was added diethylphosphite (643 μL, 5.00 mmol) followed by N-methylmorpholine (691 μL, 6.30 mmol). The mixture was purged with nitrogen and tetrakis-triphenylphosphine palladium (260 mg, 0.23 mmol, 15 mol %) was added. The reaction mixture was heated to 75° C. overnight then cooled to room temperature and diluted with ethyl acetate (50 mL). The mix...